Dataset: the Open Reaction Database (ORD), a public repository of structured organic reaction records. Task: describe an organic reaction: reactants, conditions, products, and yield Reactants: COc1ccc(CN)cc1, Clc1ncccc1-c1ncsc1-c1cccnc1Cl, Cc1ccccc1C. The product is COc1ccc(CNc2ncccc2-c2ncsc2-c2cccnc2Cl)cc1. RXN SMILES: [CH3:20][O:21][c:22]1[cH:23][cH:24][c:25]([CH2:26][NH2:27])[cH:28][cH:29]1.[Cl:1][c:2]1[n:3][cH:4][cH:5][cH:6][c:7]1-[c:8]1[n:9][cH:10][s:11][c:12]1-[c:13]1[c:14]([Cl:19])[n:15][cH:16][cH:17][cH:18]1.[c:30]1([CH3:31])[c:32]([CH3:33])[cH:34][cH:35][cH:36][cH:37]1>>[c:2]1([NH:27][CH2:26][c:25]2[cH:24][cH:23][c:22]([O:21][CH3:20])[cH:29][cH:28]2)[n:3][cH:4][cH:5][cH:6][c:7]1-[c:8]1[n:9][cH:10][s:11][c:12]1-[c:13]1[c:14]([Cl:19])[n:15][cH:16][cH:17][cH:18]1. Reactants: CCOC(C)=O, Fc1ccc(C=C2CCC3(CC2)OCCO3)cc1, [H][H]. The product is Fc1ccc(CC2CCC3(CC2)OCCO3)cc1. RXN SMILES: [CH3:21][CH2:22][O:23][C:24](=[O:25])[CH3:26].[F:1][c:2]1[cH:3][cH:4][c:5]([CH:8]=[C:9]2[CH2:10][CH2:11][C:12]3([O:13][CH2:14][CH2:15][O:16]3)[CH2:17][CH2:18]2)[cH:6][cH:7]1.[H:19][H:20]>>[F:1][c:2]1[cH:3][cH:4][c:5]([CH2:8][CH:9]2[CH2:10][CH2:11][C:12]3([O:13][CH2:14][CH2:15][O:16]3)[CH2:17][CH2:18]2)[cH:6][cH:7]1. The reactants are N[C@H](C(=O)OC)C1=CC=CC=C1 (methyl (2S)-amino(phenyl)acetate), Cl.O[C@H](C(=O)O)CC(C)C ((2S)-2-hydroxy-4-methylpentanoic acid hydrochloride), CN1CCOCC1 (NMM), C=1C=CC2=C(C1)N=NN2O (HOBt), 2h, CCN=C=NCCCN(C)C.Cl (EDAC-HCl), CN1CCOCC1 (NMM). Solvent: ClCCl (dichloromethane). Product: O[C@H](C(=O)N[C@H](C(=O)OC)C1=CC=CC=C1)CC(C)C (Methyl (2S)-{[(2S)-2-hydroxy-4-methylpentanoyl]amino}(phenyl)acetate). RXN SMILES: [NH2:1][C@@H:2]([C:7]1[CH:12]=[CH:11][CH:10]=[CH:9][CH:8]=1)[C:3]([O:5][CH3:6])=[O:4].Cl.[OH:14][C@@H:15]([CH2:19][CH:20]([CH3:22])[CH3:21])[C:16](O)=[O:17].CN1CCOCC1.C1C=CC2N(O)N=NC=2C=1.CCN=C=NCCCN(C)C.Cl>ClCCl>[OH:14][C@@H:15]([CH2:19][CH:20]([CH3:22])[CH3:21])[C:16]([NH:1][C@@H:2]([C:7]1[CH:12]=[CH:11][CH:10]=[CH:9][CH:8]=1)[C:3]([O:5][CH3:6])=[O:4])=[O:17] |f:1.2,5.6|. Reported procedure: To a cooled (0° C.) solution of methyl (2S)-amino(phenyl)acetate (3.06 g), (2S)-2-hydroxy-4-methylpentanoic acid hydrochloride, NMM (1.85 ml), and HOBt (6.15 g) in dichloromethane (50 ml) was added EDAC-HCl (5.81 g). Additional NMM (2.31 ml) was then added. The mixture was stirred for 2h at 0° C., then overnight at RT. The reaction was concentrated and the residue was taken up in Ethyl acetate washed with 0.1N hydrochloric acid, saturated sodium bicarbonate, brine, dried, filtered and evaporated... Starting materials: C(C)(=O)NC1=NC=C(C=C1)N (2-acetamido-5-aminopyridine), FC=1C=C2C=C(N(C2=CC1)CC1=CC(=CC=C1)F)C(=O)O (5-fluoro-1-[(3-fluorophenyl)methyl]-1H-indole-2-carboxylic acid), C1(CCCCC1)N=C=NC1CCCCC1 (dicyclohexylcarbodiimide), O.ON1N=NC2=C1C=CC=C2 (1-hydroxybenzotriazole hydrate). Reagents/catalysts: CN(C)C1=NC=CC=C1 (dimethylaminopyridine). The solvent is CN(C)C=O (DMF), C(=O)(O)[O-].[Na+] (NaHCO3), C(C)(=O)OCC (ethyl acetate). Conditions: time 30 minute. Product: C(C)(=O)NC1=CC=C(C=N1)NC(=O)C=1N(C2=CC=C(C=C2C1)F)CC1=CC(=CC=C1)F (N-[6-(Acetylamino)pyrid-3-yl]-5-fluoro-1-[(3-fluorophenyl)methyl]-1H-indole-2-carboxamide). Yield: 88.9%. RXN SMILES: [F:1][C:2]1[CH:3]=[C:4]2[C:8](=[CH:9][CH:10]=1)[N:7]([CH2:11][C:12]1[CH:17]=[CH:16][CH:15]=[C:14]([F:18])[CH:13]=1)[C:6]([C:19]([OH:21])=O)=[CH:5]2.C1(N=C=NC2CCCCC2)CCCCC1.O.ON1C2C=CC=CC=2N=N1.[C:48]([NH:51][C:52]1[CH:57]=[CH:56][C:55]([NH2:58])=[CH:54][N:53]=1)(=[O:50])[CH3:49]>CN(C=O)C.C([O-])(O)=O.[Na+].C(OCC)(=O)C.CN(C1C=CC=CN=1)C>[C:48]([NH:51][C:52]1[N:53]=[CH:54][C:55]([NH:58][C:19]([C:6]2[N:7]([CH2:11][C:12]3[CH:17]=[CH:16][CH:15]=[C:14]([F:18])[CH:13]=3)[C:8]3[C:4]([CH:5]=2)=[CH:3][C:2]([F:1])=[CH:10][CH:9]=3)=[O:21])=[CH:56][CH:57]=1)(=[O:50])[CH3:49] |f:2.3,6.7|. Procedure: To a solution, stirred at 20° C. under an inert atmosphere, of 2 g (6.96 mmol) of 5-fluoro-1-[(3-fluorophenyl)methyl]-1H-indole-2-carboxylic acid, prepared according to the protocol described in step 1.1, in 40 mL of DMF are added 1.72 g (8.35 mmol) of dicyclohexylcarbodiimide (DCC) and 1.13 g (8.35 mmol) of 1-hydroxybenzotriazole hydrate (HOBT). The reaction mixture is stirred at room temperature for 30 minutes. 2.1 g (13.92 mmol) of 2-acetamido-5-aminopyridine and 20 mg of dimethylaminopyridin...